Dataset: the Open Reaction Database (ORD), a public repository of structured organic reaction records. Task: describe an organic reaction: reactants, conditions, products, and yield Reactants: [Br-], Cc1cccc(C(=O)c2cncn2C(c2ccccc2)(c2ccccc2)c2ccccc2)c1C, ClCCl, [Mg+]c1ccccc1. Yields the product Cc1cccc(C(O)(c2ccccc2)c2cncn2C(c2ccccc2)(c2ccccc2)c2ccccc2)c1C. As a reaction SMILES: [Br-:35].[CH3:1][c:2]1[c:3]([C:9](=[O:10])[c:11]2[cH:12][n:13][cH:14][n:15]2[C:16]([c:17]2[cH:18][cH:19][cH:20][cH:21][cH:22]2)([c:23]2[cH:24][cH:25][cH:26][cH:27][cH:28]2)[c:29]2[cH:30][cH:31][cH:32][cH:33][cH:34]2)[cH:4][cH:5][cH:6][c:7]1[CH3:8].[Cl:43][CH2:44][Cl:45].[c:36]1([Mg+:42])[cH:37][cH:38][cH:39][cH:40][cH:41]1>>[CH3:1][c:2]1[c:3]([C:9]([OH:10])([c:11]2[cH:12][n:13][cH:14][n:15]2[C:16]([c:17]2[cH:18][cH:19][cH:20][cH:21][cH:22]2)([c:23]2[cH:24][cH:25][cH:26][cH:27][cH:28]2)[c:29]2[cH:30][cH:31][cH:32][cH:33][cH:34]2)[c:36]2[cH:37][cH:38][cH:39][cH:40][cH:41]2)[cH:4][cH:5][cH:6][c:7]1[CH3:8]. The reactants are ClC=1C=C2C=CNC2=CC1 (5-chloroindole), O.Cl.N1CCC(CC1)=O (4-piperidone hydrochloride hydrate). The product is ClC=1C=C2C(=CNC2=CC1)C=1CCNCC1 (5-chloro-3-(1,2,3,6-tetrahydropyridin-4-yl)-1H-indole). RXN SMILES: [Cl:1][C:2]1[CH:3]=[C:4]2[C:8](=[CH:9][CH:10]=1)[NH:7][CH:6]=[CH:5]2.O.Cl.[NH:13]1[CH2:18][CH2:17][C:16](=O)[CH2:15][CH2:14]1>>[Cl:1][C:2]1[CH:3]=[C:4]2[C:8](=[CH:9][CH:10]=1)[NH:7][CH:6]=[C:5]2[C:16]1[CH2:17][CH2:18][NH:13][CH2:14][CH:15]=1 |f:1.2.3|. Reported procedure: The title compound was prepared in a fashion similar to that described in Preparation 30 from 5-chloroindole (3.0 g, 20 mmol) and 4-piperidone hydrochloride hydrate (6.0 g, 40 mmol). The product was isolated as a yellow solid. Yield 1.45 g (31%). mp 185°-188° C. FDMS m/e=234 (M+ of free base). Reactants: COC1=CC=C(C=C1)C1CC(CN(C1)C(=O)OC(C)(C)C)C(=O)OCC (1-tert-butyl 3-ethyl 5-(4-methoxyphenyl)piperidine-1,3-dicarboxylate), Cl (hydrochloric acid). The product is Cl.COC1=CC=C(C=C1)C1CC(CNC1)C(=O)O (5-(4-Methoxyphenyl)piperidine-3-carboxylic acid hydrochloride). RXN SMILES: [CH3:1][O:2][C:3]1[CH:8]=[CH:7][C:6]([CH:9]2[CH2:14][N:13](C(OC(C)(C)C)=O)[CH2:12][CH:11]([C:22]([O:24]CC)=[O:23])[CH2:10]2)=[CH:5][CH:4]=1.[ClH:27]>>[ClH:27].[CH3:1][O:2][C:3]1[CH:8]=[CH:7][C:6]([CH:9]2[CH2:14][NH:13][CH2:12][CH:11]([C:22]([OH:24])=[O:23])[CH2:10]2)=[CH:5][CH:4]=1 |f:2.3|. Procedure details: 1.13 g (3.11 mmol) of 1-tert-butyl 3-ethyl 5-(4-methoxyphenyl)piperidine-1,3-dicarboxylate were added to 40 ml of aqueous 1 N hydrochloric acid solution, and the mixture was concentrated on a rotary evaporator. Yield: 829 mg (98% of theory)